From a dataset of the Open Reaction Database (ORD), a public repository of structured organic reaction records. describe an organic reaction: reactants, conditions, products, and yield Reactants: C1(=CC=CC=C1)C=CC(=O)C1=CC=CC=C1 (Chalcone). Run in O (water). Conditions: time 24 hour. Product: C1(=CC=CC=C1)[C@H](CCC1=CC=CC=C1)O (1,3-diphenyl-(1S)-propan-1-ol). Reaction SMILES: [C:1]1([CH:7]=[CH:8][C:9]([C:11]2[CH:16]=[CH:15][CH:14]=[CH:13][CH:12]=2)=[O:10])[CH:6]=[CH:5][CH:4]=[CH:3][CH:2]=1>O>[C:11]1([C@@H:9]([OH:10])[CH2:8][CH2:7][C:1]2[CH:2]=[CH:3][CH:4]=[CH:5][CH:6]=2)[CH:16]=[CH:15][CH:14]=[CH:13][CH:12]=1. Reported procedure: Washed phaseolus aureus L (green grams) 50 g. were taken into a conical flask and allowed to soak in deionised water (400 ml) for a period of 24 hr. Chalcone (0.500 g; 0.0024 moles) (V) was added to the soaked phaseolus aureus L (green grams) in the above water, covered and allowed to shake for 24 hr at 15–20° C. Then the green grams were filtered off and washed with deionised water (3×100 ml). The combined filtrate was extracted with chloroform (3×500 ml). The chloroform layer was dried and the... Starting materials: NC1=NC=NC(=C1N)N1CCN(CC1)C (4,5-diamino-6-(4-methyl-1-piperazinyl) pyrimidine), C(C1=CC=NC=C1)(=O)O (isonicotinic acid), polyphosphoric acid, resultant mixture, N (ammonia). Run in O (water). Run at time 4 hour. Yields the product CN1CCN(CC1)C1=C2NC(=NC2=NC=N1)C1=CC=NC=C1 (6-(4- methyl-1-piperazinyl)-8-(4-pyridyl)purine). Isolated yield 35.3%. RXN SMILES: [NH2:1][C:2]1[C:7]([NH2:8])=[C:6]([N:9]2[CH2:14][CH2:13][N:12]([CH3:15])[CH2:11][CH2:10]2)[N:5]=[CH:4][N:3]=1.[C:16](O)(=O)[C:17]1[CH:22]=[CH:21][N:20]=[CH:19][CH:18]=1.N>O>[CH3:15][N:12]1[CH2:13][CH2:14][N:9]([C:6]2[N:5]=[CH:4][N:3]=[C:2]3[C:7]=2[NH:8][C:16]([C:17]2[CH:22]=[CH:21][N:20]=[CH:19][CH:18]=2)=[N:1]3)[CH2:10][CH2:11]1. Procedure: A mixture of 3 g of 4,5-diamino-6-(4-methyl-1-piperazinyl) pyrimidine, 1.8 g of isonicotinic acid and 45 g of polyphosphoric acid is stirred at 160°-170° C. for 4 hours under nitrogen atmosphere. To the resultant mixture is added 200 ml of water and the solution is neutralized with an ammonia solution. The crystals precipitated are filtered and washed with water, and then recrystallized from methanol to give 1.5 g of 6-(4- methyl-1-piperazinyl)-8-(4-pyridyl)purine, melting at 333°-335° C. Starting materials: [BH4-], O=C(NC(Cc1ccccc1)C1OC1C(Cc1ccccc1)NC(=O)OCc1ccccc1)OCc1ccccc1, C1CCOC1, [Na+], O=C(O)C(F)(F)F. Product: O=C(NC(Cc1ccccc1)CC(O)C(Cc1ccccc1)NC(=O)OCc1ccccc1)OCc1ccccc1. RXN SMILES: [BH4-:42].[CH2:1]([c:2]1[cH:3][cH:4][cH:5][cH:6][cH:7]1)[O:8][C:9](=[O:10])[NH:11][CH:12]([CH2:13][c:14]1[cH:15][cH:16][cH:17][cH:18][cH:19]1)[CH:20]1[CH:21]([CH:22]([CH2:23][c:24]2[cH:25][cH:26][cH:27][cH:28][cH:29]2)[NH:30][C:31](=[O:32])[O:33][CH2:34][c:35]2[cH:36][cH:37][cH:38][cH:39][cH:40]2)[O:41]1.[CH2:51]1[O:52][CH2:53][CH2:54][CH2:55]1.[Na+:43].[OH:44][C:45]([C:46]([F:47])([F:48])[F:49])=[O:50]>>[CH2:1]([c:2]1[cH:3][cH:4][cH:5][cH:6][cH:7]1)[O:8][C:9](=[O:10])[NH:11][CH:12]([CH2:13][c:14]1[cH:15][cH:16][cH:17][cH:18][cH:19]1)[CH:20]([CH2:21][CH:22]([CH2:23][c:24]1[cH:25][cH:26][cH:27][cH:28][cH:29]1)[NH:30][C:31](=[O:32])[O:33][CH2:34][c:35]1[cH:36][cH:37][cH:38][cH:39][cH:40]1)[OH:41]. The reactants are C1COCCN1, CCOC(C)=O, C(=NC1CCCCC1)=NC1CCCCC1, O=C(O)Cn1cc2c(-c3ccc(F)cc3)c(-c3ccncc3)c(-c3ccc(F)cc3)nc2n1, CN(C)C=O, On1nnc2ccccc21. Product: O=C(Cn1cc2c(-c3ccc(F)cc3)c(-c3ccncc3)c(-c3ccc(F)cc3)nc2n1)N1CCOCC1. As a reaction SMILES: [CH2:59]1[CH2:60][O:61][CH2:62][CH2:63][NH:64]1.[CH3:70][CH2:71][O:72][C:73]([CH3:74])=[O:75].[CH:34]1([N:35]=[C:36]=[N:37][CH:38]2[CH2:39][CH2:40][CH2:41][CH2:42][CH2:43]2)[CH2:44][CH2:45][CH2:46][CH2:47][CH2:48]1.[F:1][c:2]1[cH:3][cH:4][c:5](-[c:8]2[c:9]3[c:10]([n:11][c:12](-[c:20]4[cH:21][cH:22][c:23]([F:26])[cH:24][cH:25]4)[c:13]2-[c:14]2[cH:15][cH:16][n:17][cH:18][cH:19]2)[n:27][n:28]([CH2:30][C:31](=[O:32])[OH:33])[cH:29]3)[cH:6][cH:7]1.[O:65]=[CH:66][N:67]([CH3:68])[CH3:69].[OH:49][n:50]1[c:51]2[cH:52][cH:53][cH:54][cH:55][c:56]2[n:57][n:58]1>>[F:1][c:2]1[cH:3][cH:4][c:5](-[c:8]2[c:9]3[c:10]([n:11][c:12](-[c:20]4[cH:21][cH:22][c:23]([F:26])[cH:24][cH:25]4)[c:13]2-[c:14]2[cH:15][cH:16][n:17][cH:18][cH:19]2)[n:27][n:28]([CH2:30][C:31](=[O:33])[N:64]2[CH2:59][CH2:60][O:61][CH2:62][CH2:63]2)[cH:29]3)[cH:6][cH:7]1. Starting materials: ClC1=NC(=CC2=CC=C(C=C12)OC)NC1=NNC(=C1)C ((1-chloro-7-methoxy-isoquinolin-3-yl)-(5-methyl-1H-pyrazol-3-yl)-amine), NC1=CC=C(C#N)C=C1 (4-amino-benzonitrile). The product is CC1=CC(=NN1)NC=1N=C(C2=CC(=CC=C2C1)OC)NC1=CC=C(C#N)C=C1 (4-[3-(5-methyl-1H-pyrazol-3-ylamino)-7-methoxy-isoquinolin-1-ylamino]-benzonitrile). Reaction SMILES: Cl[C:2]1[C:11]2[C:6](=[CH:7][CH:8]=[C:9]([O:12][CH3:13])[CH:10]=2)[CH:5]=[C:4]([NH:14][C:15]2[CH:19]=[C:18]([CH3:20])[NH:17][N:16]=2)[N:3]=1.[NH2:21][C:22]1[CH:29]=[CH:28][C:25]([C:26]#[N:27])=[CH:24][CH:23]=1>>[CH3:20][C:18]1[NH:17][N:16]=[C:15]([NH:14][C:4]2[N:3]=[C:2]([NH:21][C:22]3[CH:29]=[CH:28][C:25]([C:26]#[N:27])=[CH:24][CH:23]=3)[C:11]3[C:6]([CH:5]=2)=[CH:7][CH:8]=[C:9]([O:12][CH3:13])[CH:10]=3)[CH:19]=1. Procedure details: Similar procedure as described in example 273 was used, starting from (1-chloro-7-methoxy-isoquinolin-3-yl)-(5-methyl-1H-pyrazol-3-yl)-amine and 4-amino-benzonitrile to give 4-[3-(5-methyl-1H-pyrazol-3-ylamino)-7-methoxy-isoquinolin-1-ylamino]-benzonitrile. LC-MS m/e 371(MH+). The reactants are Cl, O=C(O)C=Cc1ccc(C(F)(F)F)nc1-c1cccc(F)c1, CC(N)c1ccc(NS(C)(=O)=O)c(F)c1. Product: CC(NC(=O)C=Cc1ccc(C(F)(F)F)nc1-c1cccc(F)c1)c1ccc(NS(C)(=O)=O)c(F)c1. Reaction SMILES: [ClH:16].[F:17][c:18]1[cH:19][c:20](-[c:24]2[n:25][c:26]([C:35]([F:36])([F:37])[F:38])[cH:27][cH:28][c:29]2[CH:30]=[CH:31][C:32](=[O:33])[OH:34])[cH:21][cH:22][cH:23]1.[NH2:1][CH:2]([CH3:3])[c:4]1[cH:5][c:6]([F:15])[c:7]([NH:10][S:11](=[O:12])(=[O:13])[CH3:14])[cH:8][cH:9]1>>[NH:1]([CH:2]([CH3:3])[c:4]1[cH:5][c:6]([F:15])[c:7]([NH:10][S:11](=[O:12])(=[O:13])[CH3:14])[cH:8][cH:9]1)[C:32]([CH:31]=[CH:30][c:29]1[c:24](-[c:20]2[cH:19][c:18]([F:17])[cH:23][cH:22][cH:21]2)[n:25][c:26]([C:35]([F:36])([F:37])[F:38])[cH:27][cH:28]1)=[O:33].